This data is from the Open Reaction Database (ORD), a public repository of structured organic reaction records. The task is: describe an organic reaction: reactants, conditions, products, and yield Starting materials: C1(=CC=C(C=C1)S(=O)(=O)OCC1CCN2C(=NC3=C2C=CC=C3)S1)C (3,4-dihydro-2-p-toluenesulfonyloxymethyl-2H-(1,3)-thiazino[3,2-a]benzimidazole), C(CCC)N (n-butylamine), O (water), [H-].[Na+] (sodium hydride). The solvent is C(Cl)(Cl)Cl (chloroform). Yields the product C(CCC)NCC1CCN2C(=NC3=C2C=CC=C3)S1 (3,4-Dihydro-2-n-butylaminomethyl-2H-(1,3)-thiazino[3,2-a]benzimidazole). Isolated yield 43.3%. As a reaction SMILES: C1(C)C=CC(S(O[CH2:11][CH:12]2[S:24][C:16]3=[N:17][C:18]4[CH:23]=[CH:22][CH:21]=[CH:20][C:19]=4[N:15]3[CH2:14][CH2:13]2)(=O)=O)=CC=1.[CH2:26]([NH2:30])[CH2:27][CH2:28][CH3:29].[H-].[Na+].O>C(Cl)(Cl)Cl>[CH2:26]([NH:30][CH2:11][CH:12]1[S:24][C:16]2=[N:17][C:18]3[CH:23]=[CH:22][CH:21]=[CH:20][C:19]=3[N:15]2[CH2:14][CH2:13]1)[CH2:27][CH2:28][CH3:29] |f:2.3|. Procedure details: To a solution of 2.24 g of 3,4-dihydro-2-p-toluenesulfonyloxymethyl-2H-(1,3)-thiazino[3,2-a]benzimidazole in chloroform (30 ml) was added 4 ml of n-butylamine. A catalytic amount of sodium hydride was thereafter added under ice-cooling, stirring conditions. After stirring for 15 minutes at room temperature, the mixturewas refluxed for 24 hours. The reaction mixture was cooled and then condensed under reduced pressure. The residue was added with water and extracted with chloroform. The extract wa... Starting materials: [O-]S(=O)[O-].[Na+].[Na+] (Na2SO3), C(=O)(O)[O-].[Na+] (NaHCO3), FC(C(CCCOS(=O)(=O)C1=CC=C(C=C1)C)(F)F)(F)F (1,1,1,2,2-pentafluoro-5-p-toluenesulfonyloxypentane), [Li+].[Br-] (LiBr), S(=O)(Cl)Cl (thionyl chloride). Run in O (water), CC(=O)C (acetone), CN(C)C=O (DMF). Product: FC(CCCS(=O)(=O)Cl)(C(F)(F)F)F (4,4,5,5,5-pentafluoropentylsulfonyl chloride). Isolated yield 34.2%. Reaction SMILES: [F:1][C:2]([F:21])([F:20])[C:3]([F:19])([F:18])[CH2:4][CH2:5][CH2:6]OS(C1C=CC(C)=CC=1)(=O)=O.[Li+].[Br-].[O-:24][S:25]([O-:27])=O.[Na+].[Na+].S(Cl)([Cl:32])=O.C([O-])(O)=O.[Na+]>CC(C)=O.O.CN(C=O)C>[F:19][C:3]([F:18])([C:2]([F:1])([F:20])[F:21])[CH2:4][CH2:5][CH2:6][S:25]([Cl:32])(=[O:27])=[O:24] |f:1.2,3.4.5,7.8|. Procedure: To a solution of 1,1,1,2,2-pentafluoro-5-p-toluenesulfonyloxypentane (11.0 g, 3.0 mmol) in acetone (10 nm) was added LiBr (523 mg, 6.02 mmol), which was then heated under reflux for 4 hours. After the reaction solution was filtered, the solvent was removed under reduced pressure. The residue thus obtained was dissolved in water (10 ml), Na2SO3 (759 mg, 6.02 mmol) was added thereto, and the resulting mixture was heated under reflux for 17 hours. After the reaction was completed, to the residue wh... Reactants: C([O-])([O-])=O.[K+].[K+] (Potassium carbonate), O=C1NC2CC=CCC12 (8-oxo-7-azabicyclo[4,2,0]oct-3-ene), O.C(C=O)(=O)O (glyoxylic acid hydrate), 3A, CN(C=O)C (dimethylformamide), BrC1=CC=C(C=C1)Br (p-Bromophenylbromide), CN(C=O)C (dimethylformamide). Solvent: C(C)(=O)OCC (ethyl acetate), CN(P(N(C)C)(N(C)C)=O)C (hexamethylphosphorictriamide), CN(P(N(C)C)(N(C)C)=O)C (hexamethylphosphorictriamide). Yields the product OC(C(=O)OCC(=O)C1=CC=C(C=C1)Br)N1C2CC=CCC2C1=O (7-(1-Hydroxy-1-p-bromophenacyloxycarbonylmethyl)-8-oxo-7-azabicyclo[4,2,0]oct-3-ene). As a reaction SMILES: [O:1]=[C:2]1[CH:9]2[CH:4]([CH2:5][CH:6]=[CH:7][CH2:8]2)[NH:3]1.O.[C:11]([OH:15])(=[O:14])[CH:12]=[O:13].[C:16](=[O:19])([O-])[O-].[K+].[K+].[Br:22][C:23]1[CH:28]=[CH:27][C:26](Br)=[CH:25][CH:24]=1.[CH3:30]N(C)C=O>CN(C)P(=O)(N(C)C)N(C)C.C(OCC)(=O)C>[OH:13][CH:12]([N:3]1[C:2](=[O:1])[CH:9]2[CH:4]1[CH2:5][CH:6]=[CH:7][CH2:8]2)[C:11]([O:15][CH2:30][C:16]([C:26]1[CH:27]=[CH:28][C:23]([Br:22])=[CH:24][CH:25]=1)=[O:19])=[O:14] |f:1.2,3.4.5|. Reported procedure: The azetidinone (1) (0.4 g) in anhydrous dimethylformamide (2 ml) was stirred with glyoxylic acid hydrate (0.32 g) in the presence of hexamethylphosphorictriamide (0.1 ml) and molecular sieves (3A; 4 pieces) for 5 h. Potassium carbonate (0.226 g) was added, and the solution stirred until effervescence had ceased (5 min.). p-Bromophenylbromide (1.00 g; 1.05 equiv.) in dimethylformamide (1.0 ml) and hexamethylphosphorictriamide (0.25 ml) was added, and the solution stirred overnight. The solution ... Procedure details: By essentially following the conditions described in Example 1, Part F, the free base of the title compound was prepared as a foam from 2-(4-aminophenyl)-3-[4-[2-(1-pyrrolidinyl)ethoxy]benzyl]benzo[b]thiophene (Example 16; Part D) and 3-isoxazolecarboxylic acid in 88% yield following radial chromatography (SiO2; 1% then 2% then 3% MeOH in CHCl3 sat'd with NH4OH). The product was converted to the oxalate salt according to the proceedure described in Example 1, Part G. The product is C(C(=O)O)(=O)O.N1(CCCC1)CCOC1=CC=C(CC=2C3=C(SC2C2=CC=C(C=C2)NC(=O)C2=CC=NO2)C=CC=C3)C=C1 (3-[4-[2-(1-Pyrrolidinyl)ethoxy]benzyl]-2-[4-(5-isoxazolylcarbonylamino)phenyl]benzo[b]thiophene Oxalate). The yield is 88.0%. RXN SMILES: Cl.Cl.[N:3]1([CH2:8][CH2:9][O:10][C:11]2[CH:40]=[CH:39][C:14]([CH2:15][C:16]3[C:17]4[CH:38]=[CH:37][CH:36]=[CH:35][C:18]=4[S:19][C:20]=3[C:21]3[CH:26]=[CH:25][C:24]([NH:27][C:28]([C:30]4N=CN[CH:34]=4)=[O:29])=[CH:23][CH:22]=3)=[CH:13][CH:12]=2)[CH2:7][CH2:6][CH2:5][CH2:4]1.[O:41]1C=C[C:43]([C:46]([OH:48])=[O:47])=[N:42]1.[CH3:49][OH:50].[NH4+].[OH-:52]>C(Cl)(Cl)Cl>[C:46]([OH:48])(=[O:47])[C:49]([OH:52])=[O:50].[N:3]1([CH2:8][CH2:9][O:10][C:11]2[CH:40]=[CH:39][C:14]([CH2:15][C:16]3[C:17]4[CH:38]=[CH:37][CH:36]=[CH:35][C:18]=4[S:19][C:20]=3[C:21]3[CH:22]=[CH:23][C:24]([NH:27][C:28]([C:30]4[O:41][N:42]=[CH:43][CH:34]=4)=[O:29])=[CH:25][CH:26]=3)=[CH:13][CH:12]=2)[CH2:4][CH2:5][CH2:6][CH2:7]1 |f:0.1.2,5.6,8.9|. Reactants: [NH4+].[OH-] (NH4OH), Cl.Cl.N1(CCCC1)CCOC1=CC=C(CC=2C3=C(SC2C2=CC=C(C=C2)NC(=O)C=2N=CNC2)C=CC=C3)C=C1 (3-[4-[2-(1-Pyrrolidinyl)ethoxy]benzyl]-2-[4-(4-imidazolylcarbonylamino)phenyl]benzo[b]thiophene Dihydrochloride), O1N=C(C=C1)C(=O)O (3-isoxazolecarboxylic acid), oxalate salt, CO (MeOH). Solvent: C(Cl)(Cl)Cl (CHCl3). The reactants are OCCCCBr, O=C([O-])[O-], CC(C)=O, [K+], [K+], CCOC(=O)CC(c1ccccc1)c1c[nH]c2cc(O)ccc12. Yields the product CCOC(=O)CC(c1ccccc1)c1c[nH]c2cc(OCCCCO)ccc12. RXN SMILES: [Br:24][CH2:25][CH2:26][CH2:27][CH2:28][OH:29].[C:30](=[O:31])([O-:32])[O-:33].[CH3:36][C:37](=[O:38])[CH3:39].[K+:34].[K+:35].[c:1]1([CH:7]([CH2:8][C:9](=[O:10])[O:11][CH2:12][CH3:13])[c:14]2[cH:15][nH:16][c:17]3[cH:18][c:19]([OH:23])[cH:20][cH:21][c:22]23)[cH:2][cH:3][cH:4][cH:5][cH:6]1>>[c:1]1([CH:7]([CH2:8][C:9](=[O:10])[O:11][CH2:12][CH3:13])[c:14]2[cH:15][nH:16][c:17]3[cH:18][c:19]([O:23][CH2:25][CH2:26][CH2:27][CH2:28][OH:29])[cH:20][cH:21][c:22]23)[cH:2][cH:3][cH:4][cH:5][cH:6]1.